Dataset: the Open Reaction Database (ORD), a public repository of structured organic reaction records. Task: describe an organic reaction: reactants, conditions, products, and yield Reactants: CCO, COC(=O)CC(=O)Nc1cc(C)c(Oc2ccc3[nH]cc(C(C)C)c3c2)c(Cl)c1, [Na+], [OH-]. Product: Cc1cc(NC(=O)CC(=O)O)cc(Cl)c1Oc1ccc2[nH]cc(C(C)C)c2c1. Reaction SMILES: [CH3:30][CH2:31][OH:32].[Cl:1][c:2]1[cH:3][c:4]([NH:22][C:23]([CH2:24][C:25](=[O:26])[O:27][CH3:28])=[O:29])[cH:5][c:6]([CH3:21])[c:7]1[O:8][c:9]1[cH:10][c:11]2[c:12]([CH:18]([CH3:19])[CH3:20])[cH:13][nH:14][c:15]2[cH:16][cH:17]1.[Na+:34].[OH-:33]>>[Cl:1][c:2]1[cH:3][c:4]([NH:22][C:23]([CH2:24][C:25](=[O:26])[OH:27])=[O:29])[cH:5][c:6]([CH3:21])[c:7]1[O:8][c:9]1[cH:10][c:11]2[c:12]([CH:18]([CH3:19])[CH3:20])[cH:13][nH:14][c:15]2[cH:16][cH:17]1.